From a dataset of the Open Reaction Database (ORD), a public repository of structured organic reaction records. describe an organic reaction: reactants, conditions, products, and yield Procedure: Following the synthetic procedure of 6a as described in Example 1, compound 6f was synthesized from benzo[d]isothiazol-3-one and isocyanate 4a′ as a white solid. mp 49-51° C.; IR(CHCl3) 3289, 1711, 1662, 1538 cm−1; 1H-NMR (DMSO-d6) δ0.84 (d, J=6.6 Hz, 6H), 1.13-1.20 (m, 2H), 1.26-1.32 (m, 2H), 1.47-1.55 (m, 3H), 3.28-3.34 (m, 2H), 7.47 (t, J=7.9 Hz, 1H), 7.78 (t, J=7.9 Hz, 1H), 7.93 (d, J=7.9 Hz, 1H), 8.00 (d, J=7.9 Hz, 1H), 8.84 (br t, J=5.5 Hz, 1H); ESIMS m/e 293 (M++1). RXN SMILES: [S:1]1[C:5]2[CH:6]=[CH:7][CH:8]=[CH:9][C:4]=2[C:3](=[O:10])[NH:2]1.[N-:11]=[C:12]=[O:13]>>[CH3:3][CH:4]([CH3:9])[CH2:5][CH2:6][CH2:7][CH2:8][NH:11][C:12]([N:2]1[C:3](=[O:10])[C:4]2[CH:9]=[CH:8][CH:7]=[CH:6][C:5]=2[S:1]1)=[O:13]. Starting materials: 6a, IR(CHCl3), compound 6f, S1NC(C2=C1C=CC=C2)=O (benzo[d]isothiazol-3-one), [N-]=C=O (isocyanate). Product: CC(CCCCNC(=O)N1SC2=C(C1=O)C=CC=C2)C (3-Oxo-3H-benzo[d]isothiazole-2-carboxylic acid (5-methyl-hexyl)-amide). Starting materials: CCCC[N+](CCCC)(CCCC)CCCC, C1CCOC1, C[Si](C)(C)C#Cc1ccc(NCC2CC2)nc1, [F-], O. The product is C#Cc1ccc(NCC2CC2)nc1. Reaction SMILES: [CH2:19]([N+:20]([CH2:21][CH2:22][CH2:23][CH3:24])([CH2:25][CH2:26][CH2:27][CH3:28])[CH2:29][CH2:30][CH2:31][CH3:32])[CH2:33][CH2:34][CH3:35].[CH2:37]1[O:38][CH2:39][CH2:40][CH2:41]1.[CH:1]1([CH2:4][NH:5][c:6]2[n:7][cH:8][c:9]([C:12]#[C:13][Si:14]([CH3:15])([CH3:16])[CH3:17])[cH:10][cH:11]2)[CH2:2][CH2:3]1.[F-:18].[OH2:36]>>[CH:1]1([CH2:4][NH:5][c:6]2[n:7][cH:8][c:9]([C:12]#[CH:13])[cH:10][cH:11]2)[CH2:2][CH2:3]1. The reactants are C(=O)(C(F)(F)F)O (TFA), C(C)(C)(C)OC(NCCN1C=C2N(C(N(C(C2=C1C1=CC(=CC=C1)Cl)=O)C)=O)C)=O ({2-[5-(3-Chloro-phenyl)-1,3-dimethyl-2,4-dioxo-1,2,3,4-tetrahydro-pyrrolo[3,4-d]pyrimidin-6-yl]-ethyl}-carbamic acid tert-butyl ester), K3CO3. Solvent: C(Cl)Cl (DCM). Reaction conditions: time 2 hour. Yields the product NCCN1C=C2N(C(N(C(C2=C1C1=CC(=CC=C1)Cl)=O)C)=O)C (6-(2-Amino-ethyl)-5-(3-chloro-phenyl)-1,3-dimethyl-1,6-dihydro-pyrrolo[3,4-d]pyrimidine-2,4-dione). Reaction SMILES: C(OC(=O)[NH:7][CH2:8][CH2:9][N:10]1[C:18]([C:19]2[CH:24]=[CH:23][CH:22]=[C:21]([Cl:25])[CH:20]=2)=[C:17]2[C:12]([N:13]([CH3:29])[C:14](=[O:28])[N:15]([CH3:27])[C:16]2=[O:26])=[CH:11]1)(C)(C)C.C(O)(C(F)(F)F)=O>C(Cl)Cl>[NH2:7][CH2:8][CH2:9][N:10]1[C:18]([C:19]2[CH:24]=[CH:23][CH:22]=[C:21]([Cl:25])[CH:20]=2)=[C:17]2[C:12]([N:13]([CH3:29])[C:14](=[O:28])[N:15]([CH3:27])[C:16]2=[O:26])=[CH:11]1. Reported procedure: {2-[5-(3-Chloro-phenyl)-1,3-dimethyl-2,4-dioxo-1,2,3,4-tetrahydro-pyrrolo[3,4-d]pyrimidin-6-yl]-ethyl}-carbamic acid tert-butyl ester (step 5) (429 mg, 0.991 mmol) was dissolved in DCM (10 ml). TFA (1.374 ml, 17.84 mmol) was charged in 2 portions and the reaction stirred under nitrogen. After 2 hrs, the pH of the mixture was adjusted to pH 11 with saturated K3CO3 solution (20 mL). The layers were separated and the aqueous extracted with DCM (4×20 mL). The combined organics were passed through a ...